This data is from the Open Reaction Database (ORD), a public repository of structured organic reaction records. The task is: describe an organic reaction: reactants, conditions, products, and yield Reactants: COCC1CCCN1S(=O)(=O)c1ccc2c(c1)C1(OCCCO1)C(=O)N2CC(C)(C)C#N, CCO, N. As a reaction SMILES: [CH3:1][O:2][CH2:3][CH:4]1[N:5]([S:9](=[O:10])(=[O:11])[c:12]2[cH:13][c:14]3[c:15]([cH:16][cH:17]2)[N:18]([CH2:27][C:28]([C:29]#[N:30])([CH3:31])[CH3:32])[C:19](=[O:26])[C:20]32[O:21][CH2:22][CH2:23][CH2:24][O:25]2)[CH2:6][CH2:7][CH2:8]1.[CH3:33][CH2:34][OH:35].[NH3:36]>>[CH3:1][O:2][CH2:3][CH:4]1[N:5]([S:9](=[O:10])(=[O:11])[c:12]2[cH:13][c:14]3[c:15]([cH:16][cH:17]2)[N:18]2[C:19](=[N:30][CH2:29][C:28]([CH3:31])([CH3:32])[CH2:27]2)[C:20]32[O:21][CH2:22][CH2:23][CH2:24][O:25]2)[CH2:6][CH2:7][CH2:8]1. Product: COCC1CCCN1S(=O)(=O)c1ccc2c(c1)C1(OCCCO1)C1=NCC(C)(C)CN12. The reactants are C1(CCCC2=CC=CC=C12)NCCCN1C(C=2C(C1=O)=CC=CC2)=O (N-[3-(1,2,3,4-tetrahydro-1-naphthylamino)propyl]phthalimide), C(CC(=O)O)C=O (succinic semialdehyde), CC(=O)O (HOAc), [BH3-]C#N.[Na+] (NaBH3CN). Solvent: O (water), CO (MeOH). Run at time 2.5 hour. The product is C1(C=2C(C(N1CCCN(CCCC(=O)O)C1CCCC3=CC=CC=C13)=O)=CC=CC2)=O (4-[[(3-phthalimido)propyl](1,2,3,4-tetrahydro-1-naphthyl)amino]butanoic acid). Yield: 82.0%. RXN SMILES: [CH:1]1([NH:11][CH2:12][CH2:13][CH2:14][N:15]2[C:19](=[O:20])[C:18]3=[CH:21][CH:22]=[CH:23][CH:24]=[C:17]3[C:16]2=[O:25])[C:10]2[C:5](=[CH:6][CH:7]=[CH:8][CH:9]=2)[CH2:4][CH2:3][CH2:2]1.[CH2:26]([CH:31]=O)[CH2:27][C:28]([OH:30])=[O:29].CC(O)=O.[BH3-]C#N.[Na+]>CO.O>[C:19]1(=[O:20])[N:15]([CH2:14][CH2:13][CH2:12][N:11]([CH:1]2[C:10]3[C:5](=[CH:6][CH:7]=[CH:8][CH:9]=3)[CH2:4][CH2:3][CH2:2]2)[CH2:31][CH2:26][CH2:27][C:28]([OH:30])=[O:29])[C:16](=[O:25])[C:17]2=[CH:24][CH:23]=[CH:22][CH:21]=[C:18]12 |f:3.4|. Reported procedure: To a solution of N-[3-(1,2,3,4-tetrahydro-1-naphthylamino)propyl]phthalimide (200 mg, 0.60 mmol) in MeOH (10 ml) were added succinic semialdehyde (15 wt. % solution in water, 0.45 ml, 0.72 mmol), HOAc (41 μl, 0.72 mmol) and NaBH3CN (45 mg, 0.72 mmol), and the mixture was stirred at RT for 2.5 h. After adding water, the mixture was extracted with chloroform, washed with water and brine, dried over sodium sulfate, and filtered. The filtrate was concentrated under vacuum to dryness, and the residue... Starting materials: S(O)(O)(=O)=O (Sulfuric acid), Cl.C1(=CC=C(C=C1)NN)C (p-tolyl hydrazine hydrochloride), CN1C(CCCC1)=O (N-Methyl piperidone). The solvent is O1CCOCC1 (dioxane). Run at time 5 minute. Product: CN1CC2=C(NC=3C=CC(=CC23)C)CC1 (2,8-Dimethyl-2,3,4,5-tetrahydro-1H-pyrido[4,3-b]indole). The yield is 54.0%. As a reaction SMILES: S(=O)(=O)(O)O.Cl.[C:7]1([CH3:15])[CH:12]=[CH:11][C:10]([NH:13]N)=[CH:9][CH:8]=1.[CH3:16][N:17]1[CH2:22][CH2:21][CH2:20][CH2:19][C:18]1=O>O1CCOCC1>[CH3:16][N:17]1[CH2:22][CH2:21][C:20]2[NH:13][C:10]3[CH:9]=[CH:8][C:7]([CH3:15])=[CH:12][C:11]=3[C:19]=2[CH2:18]1 |f:1.2|. Procedure details: Sulfuric acid (2 mL) was added to a solution of p-tolyl hydrazine hydrochloride (6.0 g, 37 mmol) in dioxane (60 mL), and stirred for 5 min. at RT. N-Methyl piperidone (5.03 g, 41 mmol) was added and the mixture was heated at 80° C. for 2 h. After reaction completion as determined by TLC), the reaction mixture was concentrated to approximately 20 mL under reduced pressure and basified to pH 10 using 10% aqueous KOH solution. The reaction mixture was extracted with EtOAc (3×300 mL), dried over anh... Reactants: CSC1=CC=C(C=C1)NC(OCC=1C=NC=CC1)=O (3-pyridylmethyl N-(4'-methylthiophenyl)carbamate), BrBr (bromine), C(Cl)(Cl)(Cl)Cl (CCl4), C(Cl)(Cl)(Cl)Cl (CCl4), N1=CC=CC2=CC=CC=C12 (quinoline), O (water). The solvent is C(C)(=O)O (acetic acid). Run at time 15 minute. Product: CS(=O)C1=CC=C(C=C1)NC(OCC=1C=NC=CC1)=O (3-pyridylmethyl N-(4'-methylsulfinylphenyl)-carbamate). Yield: 34.0%. Reaction SMILES: BrBr.C(Cl)(Cl)(Cl)Cl.N1C2C(=CC=CC=2)C=CC=1.[CH3:18][S:19][C:20]1[CH:25]=[CH:24][C:23]([NH:26][C:27](=[O:36])[O:28][CH2:29][C:30]2[CH:31]=[N:32][CH:33]=[CH:34][CH:35]=2)=[CH:22][CH:21]=1.[OH2:37]>C(O)(=O)C>[CH3:18][S:19]([C:20]1[CH:25]=[CH:24][C:23]([NH:26][C:27](=[O:36])[O:28][CH2:29][C:30]2[CH:31]=[N:32][CH:33]=[CH:34][CH:35]=2)=[CH:22][CH:21]=1)=[O:37]. Procedure details: Quinoline-bromine complex was prepared by adding 3.2 g. (0.02 mole) of bromine in 50 ml. of CCl4 to a solution of 2.6 g. (0.02 mole) of quinoline in 50 ml. of CCl4. A yellow solid separated which was filtered off and air-dried. The yield was 3.5 g. (60%). To a solution of 2.7 g. (0.01 mole) of 3-pyridylmethyl N-(4'-methylthiophenyl)carbamate in 100 ml. of 70% aqueous acetic acid was added, portionwise, 2.7 g. (0.01 mole) of the quinoline-bromine complex. The mixture was stirred at ambient temper...